From a dataset of the Open Reaction Database (ORD), a public repository of structured organic reaction records. describe an organic reaction: reactants, conditions, products, and yield The reactants are C1CCOC1, COC(=O)c1cc(CCCCF)ccn1, CO, [Li+], [OH-], O, O. Product: O=C(O)c1cc(CCCCF)ccn1. As a reaction SMILES: [CH2:19]1[O:20][CH2:21][CH2:22][CH2:23]1.[CH3:1][O:2][C:3](=[O:4])[c:5]1[n:6][cH:7][cH:8][c:9]([CH2:11][CH2:12][CH2:13][CH2:14][F:15])[cH:10]1.[CH3:25][OH:26].[Li+:18].[OH-:17].[OH2:16].[OH2:24]>>[O:2]=[C:3]([OH:4])[c:5]1[n:6][cH:7][cH:8][c:9]([CH2:11][CH2:12][CH2:13][CH2:14][F:15])[cH:10]1. Reactants: Cc1ccccc1, O=C(Cl)C(=O)Cl, CC1(C)C(C=C(Cl)C(F)(F)F)C1C(=O)O. Product: CC1(C)C(C=C(Cl)C(F)(F)F)C1C(=O)Cl. Reaction SMILES: [CH3:22][c:23]1[cH:24][cH:25][cH:26][cH:27][cH:28]1.[Cl:16][C:17]([C:18]([Cl:19])=[O:20])=[O:21].[Cl:1][C:2](=[CH:3][CH:4]1[C:5]([CH3:10])([CH3:11])[CH:6]1[C:7](=[O:8])[OH:9])[C:12]([F:13])([F:14])[F:15]>>[Cl:1][C:2](=[CH:3][CH:4]1[C:5]([CH3:10])([CH3:11])[CH:6]1[C:7](=[O:8])[Cl:16])[C:12]([F:13])([F:14])[F:15]. The reactants are C([O-])([O-])=O.[K+].[K+] (potassium carbonate), C(#N)CP(OCC)(OCC)=O (diethyl cyanomethylphosphonate), ClC1=C(C=O)C=CC(=C1)Cl (2,4-dichlorobenzaldehyde). Run in O1CCCC1 (tetrahydrofuran), O (water), O (water). Reaction conditions: time 10 minute. Product: ClC1=C(/C=C/C#N)C=CC(=C1)Cl (trans-2,4-dichlorocinnamonitrile). The yield is 65.4%. RXN SMILES: C(=O)([O-])[O-].[K+].[K+].[C:7]([CH2:9]P(=O)(OCC)OCC)#[N:8].[Cl:18][C:19]1[CH:26]=[C:25]([Cl:27])[CH:24]=[CH:23][C:20]=1[CH:21]=O>O.O1CCCC1>[Cl:18][C:19]1[CH:26]=[C:25]([Cl:27])[CH:24]=[CH:23][C:20]=1/[CH:21]=[CH:9]/[C:7]#[N:8] |f:0.1.2|. Reported procedure: To a solution of 8 g of potassium carbonate in 10 cm3 of water, 6 g (0.034 mol) of diethyl cyanomethylphosphonate are added followed by 5 g of 2,4-dichlorobenzaldehyde solubilized in 10 cm3 of anhydrous tetrahydrofuran. The mixture is left stirred for 10 minutes at room temperature and 20 cm3 of water are added. The precipitate formed is washed with water to neutrality (8 times with 20 cm3 of water), and then washed with an ether/hexane mixture. 3.7 g (74%) of trans-2,4-dichlorocinnamonitrile ar... Starting materials: [OH-].[Na+] (sodium hydroxide), ClC=1C=C(C=CC1Cl)C1C(CN(CCO1)C(=O)OC(C)(C)C)OC1=NC(=CC=C1)C(=O)OC (tert-butyl (6RS,7SR)-7-(3,4-dichlorophenyl)-6-{[6-(methoxycarbonyl)pyridin-2-yl]oxy}-1,4-oxazepane-4-carboxylate), O (Water). Solvent: C(C)O (ethanol). Conditions: temperature 70 celsius, time 2 hour. Yields the product C(C)(C)(C)OC(=O)N1CCOC(C(C1)OC1=CC=CC(=N1)C(=O)O)C1=CC(=C(C=C1)Cl)Cl (6-{[(6RS,7SR)-4-(tert-butoxycarbonyl)-7-(3,4-dichlorophenyl)-1,4-oxazepan-6-yl]oxy}pyridine-2-carboxylic acid). Yield: 33.8%. As a reaction SMILES: [OH-].[Na+].[Cl:3][C:4]1[CH:5]=[C:6]([CH:11]2[O:17][CH2:16][CH2:15][N:14]([C:18]([O:20][C:21]([CH3:24])([CH3:23])[CH3:22])=[O:19])[CH2:13][CH:12]2[O:25][C:26]2[CH:31]=[CH:30][CH:29]=[C:28]([C:32]([O:34]C)=[O:33])[N:27]=2)[CH:7]=[CH:8][C:9]=1[Cl:10].O>C(O)C>[C:21]([O:20][C:18]([N:14]1[CH2:13][CH:12]([O:25][C:26]2[N:27]=[C:28]([C:32]([OH:34])=[O:33])[CH:29]=[CH:30][CH:31]=2)[CH:11]([C:6]2[CH:7]=[CH:8][C:9]([Cl:10])=[C:4]([Cl:3])[CH:5]=2)[O:17][CH2:16][CH2:15]1)=[O:19])([CH3:24])([CH3:22])[CH3:23] |f:0.1|. Procedure details: 2M Aqueous sodium hydroxide solution (1.7 mL) was added to a solution of tert-butyl (6RS,7SR)-7-(3,4-dichlorophenyl)-6-{[6-(methoxycarbonyl)pyridin-2-yl]oxy}-1,4-oxazepane-4-carboxylate (210 mg) in ethanol (5 ml), and the mixture was stirred at room temperature overnight and at 70° C. for 2 hr. Water was added to the reaction mixture, and the mixture was washed with diethyl ether. The obtained aqueous layer was neutralized with 1 M hydrochloric acid, and the mixture was extracted with ethyl acet... Reactants: O=C1C=CCC1, CCCCP(CCCC)CCCC, C1CCOC1, CCCCC=O. Yields the product CCCCC(O)C1=CCCC1=O. RXN SMILES: [C:1]1(=[O:6])[CH:2]=[CH:3][CH2:4][CH2:5]1.[CH2:13]([P:14]([CH2:15][CH2:16][CH2:17][CH3:18])[CH2:19][CH2:20][CH2:21][CH3:22])[CH2:23][CH2:24][CH3:25].[CH2:26]1[O:27][CH2:28][CH2:29][CH2:30]1.[CH:7]([CH2:8][CH2:9][CH2:10][CH3:11])=[O:12]>>[C:1]1(=[O:6])[C:2]([CH:7]([CH2:8][CH2:9][CH2:10][CH3:11])[OH:12])=[CH:3][CH2:4][CH2:5]1. Starting materials: N[C@@H]1C[C@@H](NC2=C(C=C(C=C12)C(F)(F)F)Br)C1CC1 (cis-4-Amino-8-bromo-2-cyclopropyl-6-trifluoromethyl-1,2,3,4-tetrahydro-quinoline), C(C)(=O)O (acetic acid), C(C)(=O)O[BH-](OC(C)=O)OC(C)=O.[Na+] (sodium triacetoxyborohydride), FC(C=1C=C(C=O)C=C(C1)C(F)(F)F)(F)F (3,5-bis(trifluoromethyl)benzaldehyde). The solvent is ClCCl (dichloromethane), ClCCl (dichloromethane). Reaction conditions: time 5 hour. Product: FC(C=1C=C(CN[C@@H]2C[C@@H](NC3=C(C=C(C=C23)C(F)(F)F)Br)C2CC2)C=C(C1)C(F)(F)F)(F)F (cis-4-[(3,5-Bis-trifluoromethyl-benzyl)-amino]-8-bromo-2-cyclopropyl-6-trifluoromethyl-3,4-dihydro-2H-quinoline). Yield: 99.8%. RXN SMILES: [NH2:1][C@H:2]1[C:11]2[C:6](=[C:7]([Br:16])[CH:8]=[C:9]([C:12]([F:15])([F:14])[F:13])[CH:10]=2)[NH:5][C@@H:4]([CH:17]2[CH2:19][CH2:18]2)[CH2:3]1.C(O)(=O)C.[F:24][C:25]([F:39])([F:38])[C:26]1[CH:27]=[C:28]([CH:31]=[C:32]([C:34]([F:37])([F:36])[F:35])[CH:33]=1)[CH:29]=O.C(O[BH-](OC(=O)C)OC(=O)C)(=O)C.[Na+]>ClCCl>[F:24][C:25]([F:38])([F:39])[C:26]1[CH:27]=[C:28]([CH:31]=[C:32]([C:34]([F:37])([F:35])[F:36])[CH:33]=1)[CH2:29][NH:1][C@H:2]1[C:11]2[C:6](=[C:7]([Br:16])[CH:8]=[C:9]([C:12]([F:15])([F:13])[F:14])[CH:10]=2)[NH:5][C@@H:4]([CH:17]2[CH2:18][CH2:19]2)[CH2:3]1 |f:3.4|. Procedure: To a solution of cis-4-amino-8-bromo-2-cyclopropyl-6-trifluoromethyl-1,2,3,4-tetrahydro-quinoline (Example 100A) (250 mg, 0.75 mmol) in anhydrous dichloromethane (10 mL) was added acetic acid (112 mg, 1.90 mmol), followed by 3,5-bis(trifluoromethyl)benzaldehyde (180 mg, 0.75 mmol) and sodium triacetoxyborohydride (791 mg, 3.73 mmol). The reaction was stirred at room temperature for 5 h. The reaction mixture was then diluted with dichloromethane and washed with 1N NaOH. The organic layer was sepa...